From a dataset of the Open Reaction Database (ORD), a public repository of structured organic reaction records. describe an organic reaction: reactants, conditions, products, and yield Reactants: CC(N)c1cnn(C)c1, CN1CCCC1=O, CCN(C(C)C)C(C)C, COc1cc2c(Cl)c(C(N)=O)cnc2cc1-c1c(C)noc1C, O. The product is COc1cc2c(NC(C)c3cnn(C)c3)c(C(N)=O)cnc2cc1-c1c(C)noc1C. RXN SMILES: [CH3:24][n:25]1[n:26][cH:27][c:28]([CH:30]([CH3:31])[NH2:32])[cH:29]1.[CH3:42][N:43]1[CH2:44][CH2:45][CH2:46][C:47]1=[O:48].[CH:33]([N:34]([CH2:35][CH3:36])[CH:37]([CH3:38])[CH3:39])([CH3:40])[CH3:41].[Cl:1][c:2]1[c:3]([C:21](=[O:22])[NH2:23])[cH:4][n:5][c:6]2[cH:7][c:8](-[c:14]3[c:15]([CH3:20])[n:16][o:17][c:18]3[CH3:19])[c:9]([O:12][CH3:13])[cH:10][c:11]12.[OH2:49]>>[c:2]1([NH:32][CH:30]([c:28]2[cH:27][n:26][n:25]([CH3:24])[cH:29]2)[CH3:31])[c:3]([C:21](=[O:22])[NH2:23])[cH:4][n:5][c:6]2[cH:7][c:8](-[c:14]3[c:15]([CH3:20])[n:16][o:17][c:18]3[CH3:19])[c:9]([O:12][CH3:13])[cH:10][c:11]12. The reactants are C=CCOC(=O)N1CC(O[Si](C)(C)C(C)(C)C)CC1CCn1ccnc1, CO, C[O-], CO, ClC(Cl)Cl, Cl, [Na+]. Yields the product C=CCOC(=O)N1CC(O)CC1CCn1ccnc1. As a reaction SMILES: [CH2:1]([CH:2]=[CH2:3])[O:4][C:5](=[O:6])[N:7]1[CH:8]([CH2:20][CH2:21][n:22]2[cH:23][n:24][cH:25][cH:26]2)[CH2:9][CH:10]([O:12][Si:13]([C:14]([CH3:15])([CH3:16])[CH3:17])([CH3:18])[CH3:19])[CH2:11]1.[CH3:28][OH:29].[CH3:30][O-:31].[CH3:37][OH:38].[CH:33]([Cl:34])([Cl:35])[Cl:36].[ClH:27].[Na+:32]>>[CH2:1]([CH:2]=[CH2:3])[O:4][C:5](=[O:6])[N:7]1[CH:8]([CH2:20][CH2:21][n:22]2[cH:23][n:24][cH:25][cH:26]2)[CH2:9][CH:10]([OH:12])[CH2:11]1. The reactants are CON=C(C(=O)NC1C(=O)NC1OC(C)=O)c1csc(NC(=O)CCl)n1, CSC(N)=S, [Na], CN(C)C=O. Yields the product CON=C(C(=O)NC1C(=O)NC1OC(C)=O)c1csc(N)n1. As a reaction SMILES: [C:1]([CH3:2])(=[O:3])[O:4][CH:5]1[CH:6]([NH:10][C:11]([C:12](=[N:13][O:14][CH3:15])[c:16]2[n:17][c:18]([NH:21][C:22](=[O:23])[CH2:24][Cl:25])[s:19][cH:20]2)=[O:26])[C:7](=[O:9])[NH:8]1.[CH3:27][S:28][C:29](=[S:30])[NH2:31].[Na:32].[O:33]=[CH:34][N:35]([CH3:36])[CH3:37]>>[C:1]([CH3:2])(=[O:3])[O:4][CH:5]1[CH:6]([NH:10][C:11]([C:12](=[N:13][O:14][CH3:15])[c:16]2[n:17][c:18]([NH2:21])[s:19][cH:20]2)=[O:26])[C:7](=[O:9])[NH:8]1. Reaction SMILES: [NH2:1][C:2]1[C:7]2=[CH:8][C:9]([CH:11]([OH:13])[CH3:12])=[CH:10][N:6]2[N:5]=[CH:4][N:3]=1.[CH2:14]=O.O.[NH:17]1[CH2:22][CH2:21][O:20][CH2:19][CH2:18]1>CC(O)=O>[NH2:1][C:2]1[C:7]2=[CH:8][C:9]([CH:11]([OH:13])[CH3:12])=[C:10]([CH2:14][N:17]3[CH2:22][CH2:21][O:20][CH2:19][CH2:18]3)[N:6]2[N:5]=[CH:4][N:3]=1. Procedure: To a solution of AcOH (70 mL) was added 1-(4-aminopyrrolo[2,1-f][1,2,4]triazin-6-yl)ethanol (611 mg, 3.43 mmol) followed by the addition of a 0.5 M solution of 37% formaldehyde in water (0.26 mL, 3.43 mmol) and morpholine (0.30 mL, 3.43 mmol) in AcOH (6.86 mL) was added. The reaction was heated to 60° C. for 1.5 h. The solution was allowed to cool to rt and was then evaporated via rotary evaporation chasing the remaining AcOH with toluene. The crude material was purified by column chromatography... The product is NC1=NC=NN2C1=CC(=C2CN2CCOCC2)C(C)O (1-[4-amino-7-(morpholin-4-ylmethyl)pyrrolo[2,1-f][1,2,4]triazin-6-yl]ethanol). Yield: 67.0%. Conditions: temperature 60 celsius. The reactants are solution, C=O (formaldehyde), O (water), N1CCOCC1 (morpholine), NC1=NC=NN2C1=CC(=C2)C(C)O (1-(4-aminopyrrolo[2,1-f][1,2,4]triazin-6-yl)ethanol). Solvent: CC(=O)O (AcOH), CC(=O)O (AcOH). Starting materials: [Cl-].[NH4+] (ammonium chloride), ClC=1C=CC2=C(C(=C(O2)C=O)C)C1 (5-chloro-3-methyl-1-benzofuran-2-carbaldehyde), solution, C1(CCCCC1)[Mg]Br (cyclohexylmagnesium bromide). Run in O1CCCC1 (tetrahydrofuran), O1CCCC1 (tetrahydrofuran). Reaction conditions: time 1 hour. Product: ClC=1C=CC2=C(C(=C(O2)C(O)C2CCCCC2)C)C1 ((5-chloro-3-methyl-1-benzofuran-2-yl)(cyclohexyl)methanol). The yield is 60.0%. RXN SMILES: [Cl:1][C:2]1[CH:3]=[CH:4][C:5]2[O:9][C:8]([CH:10]=[O:11])=[C:7]([CH3:12])[C:6]=2[CH:13]=1.[CH:14]1([Mg]Br)[CH2:19][CH2:18][CH2:17][CH2:16][CH2:15]1.[Cl-].[NH4+]>O1CCCC1>[Cl:1][C:2]1[CH:3]=[CH:4][C:5]2[O:9][C:8]([CH:10]([CH:14]3[CH2:19][CH2:18][CH2:17][CH2:16][CH2:15]3)[OH:11])=[C:7]([CH3:12])[C:6]=2[CH:13]=1 |f:2.3|. Procedure: To a solution (10 mL) of 5-chloro-3-methyl-1-benzofuran-2-carbaldehyde (600 mg) synthesized above in tetrahydrofuran was added a 1.0M solution (4.62 mL) of cyclohexylmagnesium bromide in tetrahydrofuran at 0° C., and the mixture was stirred for 1 hr. Saturated aqueous ammonium chloride solution was added to quench the reaction, and the reaction mixture was extracted with ethyl acetate. The extract was washed with saturated brine, dried over magnesium sulfate, and concentrated under reduced press... Reaction SMILES: [CH:1]1[C:13]2[N:12]([CH2:14][CH2:15][CH2:16][N:17]([CH3:19])[CH3:18])[C:11]3[C:6](=[CH:7][CH:8]=[CH:9][CH:10]=3)[C:5]=2[CH:4]=[CH:3][CH:2]=1.[Cl-].[Al+3].[Cl-].[Cl-].Cl[CH:25](Cl)[O:26]C.C([O-])([O-])=O.[K+].[K+]>C(Cl)Cl.CO.O>[CH3:19][N:17]([CH3:18])[CH2:16][CH2:15][CH2:14][N:12]1[C:11]2[CH:10]=[CH:9][C:8]([CH:25]=[O:26])=[CH:7][C:6]=2[C:5]2[C:13]1=[CH:1][CH:2]=[CH:3][CH:4]=2 |f:1.2.3.4,6.7.8|. Conditions: temperature 0 celsius, time 20 hour. Reported procedure: A 100-mL round-bottomed flask was charged with a solution of 3-(9H-carbazol-9-yl)-N,N-dimethylpropan-1-amine (500 mg, 1.98 mmol, 1.00 equiv) in DCM (10 mL), aluminum (III) chloride (550 mg, 4.17 mmol, 2.00 equiv), dichloro(methoxy)methane (0.24 mL, 1.10 equiv), water (10 mL) and K2CO3 (20 mL). The resulting mixture was stirred at 0° C. for 20 hours. The reaction progress was monitored by TLC (DCM: MeOH=10:1). Upon completion, the resulting solution was extracted with ethyl acetate (3×30 mL). Com... Starting materials: C1=CC=CC=2C3=CC=CC=C3N(C12)CCCN(C)C (3-(9H-carbazol-9-yl)-N,N-dimethylpropan-1-amine), [Cl-].[Al+3].[Cl-].[Cl-] (aluminum (III) chloride), ClC(OC)Cl (dichloro(methoxy)methane), C(=O)([O-])[O-].[K+].[K+] (K2CO3). Yields the product CN(CCCN1C2=CC=CC=C2C=2C=C(C=CC12)C=O)C (9-(3-(dimethylamino)propyl)-9H-carbazole-3-carbaldehyde). Yield: 81.0%. Solvent: C(Cl)Cl (DCM), O (water), CO (MeOH), C(Cl)Cl (DCM). Starting materials: CC(C)C (isobutane), CS(=O)(=O)O (methanesulfonic acid), C(C)(=O)O (acetic acid), [OH-].[Na+] (sodium hydroxide), N1C(=CNCC1)C#N (1,4,5,6-tetrahydropyrazine-2-carbonitrile). Conditions: temperature 20 celsius, time 5 hour. Product: C(C)(C)(C)NC(=O)C=1N(CCNC1)C(C)=O (1-Acetyl-1,4,5,6-tetrahydropyrazine-2-carboxylic acid tert-butylamide). Reaction SMILES: CS(O)(=O)=O.[C:6]([OH:9])(=O)[CH3:7].[NH:10]1[CH2:15][CH2:14][NH:13][CH:12]=[C:11]1[C:16]#[N:17].[CH3:18][CH:19]([CH3:21])[CH3:20].[OH-:22].[Na+]>>[C:19]([NH:17][C:16]([C:11]1[N:10]([C:6](=[O:9])[CH3:7])[CH2:15][CH2:14][NH:13][CH:12]=1)=[O:22])([CH3:21])([CH3:20])[CH3:18] |f:4.5|. Procedure details: 70 g (0.77 mmol) of methanesulfonic acid was added slowly to 100 ml (1.75 mol) of acetic acid at room temperature, followed by 20.0 g (184 mmol) of 1,4,5,6-tetrahydropyrazine-2-carbonitrile. 23.0 g (410 mmol) of isobutane were introduced into this mixture at 25° C. and the resulting mixture was stirred for 5 hours. This was then neutralized with 30% sodium hydroxide solution, the temperature always being kept below 30° C. The mixture was adjusted to pH 8-10 and extracted with three times 200 ml ...